From a dataset of the Open Reaction Database (ORD), a public repository of structured organic reaction records. describe an organic reaction: reactants, conditions, products, and yield Starting materials: CC#N, C#CC1CCC(C#N)N1C(=O)CCl, CC(C)(N)CNc1ccc(C#N)cn1. The product is C#CC1CCC(C#N)N1C(=O)CNC(C)(C)CNc1ccc(C#N)cn1. As a reaction SMILES: [CH3:28][C:29]#[N:30].[Cl:1][CH2:2][C:3](=[O:4])[N:5]1[CH:6]([C:12]#[N:13])[CH2:7][CH2:8][CH:9]1[C:10]#[CH:11].[NH2:14][C:15]([CH2:16][NH:17][c:18]1[n:19][cH:20][c:21]([C:22]#[N:23])[cH:24][cH:25]1)([CH3:26])[CH3:27]>>[CH2:2]([C:3](=[O:4])[N:5]1[CH:6]([C:12]#[N:13])[CH2:7][CH2:8][CH:9]1[C:10]#[CH:11])[NH:14][C:15]([CH2:16][NH:17][c:18]1[n:19][cH:20][c:21]([C:22]#[N:23])[cH:24][cH:25]1)([CH3:26])[CH3:27]. Reactants: NC=1C=CC=C2C=CC=NC12 (8-aminoquinoline), C=1(C(=CC=CC1)S(=O)(=O)Cl)C (o-toluenesulfonyl chloride). The reagents and catalysts are CN(C)C=1C=CN=CC1 (DMAP). Run in CCCCCC (n-hexane). Product: CC1=C(C=CC=C1)S(=O)(=O)NC=1C=CC=C2C=CC=NC12 (2-Methyl-N-quinolin-8-yl-benzenesulfonamide). Yield: 64.5%. RXN SMILES: [NH2:1][C:2]1[CH:3]=[CH:4][CH:5]=[C:6]2[C:11]=1[N:10]=[CH:9][CH:8]=[CH:7]2.[C:12]1([CH3:22])[C:13]([S:18](Cl)(=[O:20])=[O:19])=[CH:14][CH:15]=[CH:16][CH:17]=1>CN(C1C=CN=CC=1)C.CCCCCC>[CH3:22][C:12]1[CH:17]=[CH:16][CH:15]=[CH:14][C:13]=1[S:18]([NH:1][C:2]1[CH:3]=[CH:4][CH:5]=[C:6]2[C:11]=1[N:10]=[CH:9][CH:8]=[CH:7]2)(=[O:20])=[O:19]. Procedure: In the similar fashion using route 14 general procedure 27, 8-aminoquinoline (200 mg, 1.38 mmol), o-toluenesulfonyl chloride (260 mg, 1.3 mmol) and DMAP (cat.) gave the title compound (250 mg, 60%) after trituration from n-hexane. Solvent: COCCOC (1,2-dimethoxyethane). Reaction SMILES: [CH3:1][N:2]([CH3:7])P(Cl)(Cl)=O.[CH3:8][O:9][C:10]1[CH:11]=[C:12]([CH:16]=[CH:17][C:18]=1[N+:19]([O-:21])=[O:20])[C:13](O)=[O:14]>COCCOC>[CH3:8][O:9][C:10]1[CH:11]=[C:12]([CH:16]=[CH:17][C:18]=1[N+:19]([O-:21])=[O:20])[C:13]([N:2]([CH3:7])[CH3:1])=[O:14]. Isolated yield 54.3%. Procedure: N,N-Dimethylphosphoramidodichloridate (1.8 mL, 15.22 mmol) was added to a solution of 3-methoxy-4-nitrobenzoic acid (300 mg, 1.52 mmol) in anhydrous 1,2-dimethoxyethane (15 mL) and the resulting mixture was heated at reflux for 110 hours ca. The reaction mixture was then cooled and poured into ice-water (50 mL); the resulting mixture was extracted with diethyl ether (50 mL), the organic layer was separated and the aqueous layer was extracted with dichloromethane (50 mL). The combined organic ext... The product is COC=1C=C(C(=O)N(C)C)C=CC1[N+](=O)[O-] (3-methoxy-N,N-dimethyl-4-nitro-benzamide). Reactants: CN(P(=O)(Cl)Cl)C (N,N-Dimethylphosphoramidodichloridate), COC=1C=C(C(=O)O)C=CC1[N+](=O)[O-] (3-methoxy-4-nitrobenzoic acid), ice water.